From a dataset of the Open Reaction Database (ORD), a public repository of structured organic reaction records. describe an organic reaction: reactants, conditions, products, and yield Starting materials: CNC(=O)C1=CC2=C(N=C(N=C2)NC2=NC=C(C=C2)N2C[C@H]3CC[C@@H](CC2=O)N3)N1C1CCCC1 (7-cyclopentyl-2-[5-((1R,6S)-4-oxo-3,9-diaza-bicyclo[4.2.1]non-3-yl)-pyridin-2-ylamino]-7H-pyrrolo[2,3-d]pyrimidine-6-carboxylic acid methylamide), C=O (formaldehyde). The product is CNC(=O)C1=CC2=C(N=C(N=C2)NC2=NC=C(C=C2)N2C[C@H]3CC[C@@H](CC2=O)N3C)N1C1CCCC1 (7-cyclopentyl-2-[5-((1R,6S)-9-methyl-4-oxo-3,9-diaza-bicyclo[4.2.1]non-3-yl)-pyridin-2-ylamino]-7H-pyrrolo[2,3-d]pyrimidine-6-carboxylic acid methylamide). Isolated yield 98.0%. As a reaction SMILES: [CH3:1][NH:2][C:3]([C:5]1[N:30]([CH:31]2[CH2:35][CH2:34][CH2:33][CH2:32]2)[C:8]2[N:9]=[C:10]([NH:13][C:14]3[CH:19]=[CH:18][C:17]([N:20]4[C:27](=[O:28])[CH2:26][C@H:25]5[NH:29][C@H:22]([CH2:23][CH2:24]5)[CH2:21]4)=[CH:16][N:15]=3)[N:11]=[CH:12][C:7]=2[CH:6]=1)=[O:4].[CH2:36]=O>>[CH3:1][NH:2][C:3]([C:5]1[N:30]([CH:31]2[CH2:35][CH2:34][CH2:33][CH2:32]2)[C:8]2[N:9]=[C:10]([NH:13][C:14]3[CH:19]=[CH:18][C:17]([N:20]4[C:27](=[O:28])[CH2:26][C@H:25]5[N:29]([CH3:36])[C@H:22]([CH2:23][CH2:24]5)[CH2:21]4)=[CH:16][N:15]=3)[N:11]=[CH:12][C:7]=2[CH:6]=1)=[O:4]. Reported procedure: Following general reductive alkylation method 1, 7-cyclopentyl-2-[5-((1R,6S)-4-oxo-3,9-diaza-bicyclo[4.2.1]non-3-yl)-pyridin-2-ylamino]-7H-pyrrolo[2,3-d]pyrimidine-6-carboxylic acid methylamide was combined with formaldehyde which gave 7-cyclopentyl-2-[5-((1R,6S)-9-methyl-4-oxo-3,9-diaza-bicyclo[4.2.1]non-3-yl)-pyridin-2-ylamino]-7H-pyrrolo[2,3-d]pyrimidine-6-carboxylic acid methylamide (100 mg) in 98% yield. Yields the product CCCN(CCC)c1nc(C#N)c(C#N)nc1CC. Reactants: CCc1nc(C#N)c(C#N)nc1Cl, CCCNCCC, CC(C)=O, O. As a reaction SMILES: [C:1](#[N:2])[c:3]1[n:4][c:5]([CH2:12][CH3:13])[c:6]([Cl:11])[n:7][c:8]1[C:9]#[N:10].[CH2:14]([CH2:15][CH3:16])[NH:17][CH2:18][CH2:19][CH3:20].[CH3:22][C:23](=[O:24])[CH3:25].[OH2:21]>>[C:1](#[N:2])[c:3]1[n:4][c:5]([CH2:12][CH3:13])[c:6]([N:17]([CH2:14][CH2:15][CH3:16])[CH2:18][CH2:19][CH3:20])[n:7][c:8]1[C:9]#[N:10]. Reactants: O=C1CCc2ccccc21, [Li]CCCC, C1CCOC1, CCOC(=O)Cl. Yields the product CCOC(=O)C1Cc2ccccc2C1=O. As a reaction SMILES: [C:1]1(=[O:10])[CH2:2][CH2:3][c:4]2[cH:5][cH:6][cH:7][cH:8][c:9]21.[CH2:11]([Li:12])[CH2:13][CH2:14][CH3:15].[CH2:22]1[O:23][CH2:24][CH2:25][CH2:26]1.[Cl:16][C:17](=[O:18])[O:19][CH2:20][CH3:21]>>[C:1]1(=[O:10])[CH:2]([C:17](=[O:18])[O:19][CH2:20][CH3:21])[CH2:3][c:4]2[cH:5][cH:6][cH:7][cH:8][c:9]21. Starting materials: BrBr (bromine), C(C)(=O)C1=CC(=C(OCC(=O)OC)C(=C1)Cl)Cl (methyl 4-acetyl-2,6-dichlorophenoxyacetate). The solvent is C(Cl)(Cl)Cl (chloroform), C(Cl)(Cl)Cl (chloroform). Run at temperature 40 celsius, time 18 hour. Yields the product BrCC(=O)C1=CC(=C(OCC(=O)OC)C(=C1)Cl)Cl (methyl 4-bromoacetyl-2,6-dichlorophenoxyacetate). RXN SMILES: [Br:1]Br.[C:3]([C:6]1[CH:17]=[C:16]([Cl:18])[C:9]([O:10][CH2:11][C:12]([O:14][CH3:15])=[O:13])=[C:8]([Cl:19])[CH:7]=1)(=[O:5])[CH3:4]>C(Cl)(Cl)Cl>[Br:1][CH2:4][C:3]([C:6]1[CH:7]=[C:8]([Cl:19])[C:9]([O:10][CH2:11][C:12]([O:14][CH3:15])=[O:13])=[C:16]([Cl:18])[CH:17]=1)=[O:5]. Reported procedure: A solution of bromine (0.77 ml) in chloroform (10 ml) was added dropwise over 15 minutes to a stirred solution of the product from step (i) (4.16 g) in chloroform (40 ml) at 25° C. The temperature was raised to 40° C. for 1 hour and then stirring continued for a further 18 hours at ambient temperature. The solvent was removed in vacuo and the residual oil purified by flash chromatography on silica, eluting with dichloromethane, to give a crystalline solid. Recrystallisation from methanol gave me... Product: COC=1C=C2CCSC(C2=CC1OC)C(=O)OCC (ethyl 6,7-dimethoxy-1,2,3,4-tetrahydro-2-thianaphthalene-1-carboxylate). As a reaction SMILES: [CH3:1][O:2][C:3]1[CH:4]=[C:5]([CH:9]=[CH:10][C:11]=1[O:12][CH3:13])[CH2:6][CH2:7]O.C(O[CH:17](OCC)[C:18]([O:20][CH2:21][CH3:22])=[O:19])C.FC(F)(F)[S:28](O[Si](C)(C)C)(=O)=O.O>C(#N)C>[CH3:1][O:2][C:3]1[CH:4]=[C:5]2[C:9](=[CH:10][C:11]=1[O:12][CH3:13])[CH:17]([C:18]([O:20][CH2:21][CH3:22])=[O:19])[S:28][CH2:7][CH2:6]2. Reported procedure: Part A. A solution of 3,4-dimethoxyphenethyl alcohol (4.63 g, 25.4 mmol), ethyl diethoxyacetate (5.00 mL, 28.0 mmol) and trimethylsilyl trifluoromethanesulfonate (0.50 mL, 2.58 mmol) in acetonitrile (50 mL) wasstirred at ambient temperature for 12 hours, then heated to reflux for 18 hours. The solution was cooled, and poured into water (200 mL). This was extracted with ethyl acetate (2×200 mL), and the extracts were washed with brine (200 mL), combined, dried over anhydrous magnesium sulfate, fi... Starting materials: O (water), COC=1C=C(CCO)C=CC1OC (3,4-dimethoxyphenethyl alcohol), C(C)OC(C(=O)OCC)OCC (ethyl diethoxyacetate), FC(S(=O)(=O)O[Si](C)(C)C)(F)F (trimethylsilyl trifluoromethanesulfonate). Solvent: C(C)#N (acetonitrile). Reactants: ClC=1C=NC=C(C1SC1=C(C=C(S1)C(=O)NC1CNCC1)[N+](=O)[O-])Cl (5-((3,5-dichloropyridin-4-yl)thio)-4-nitro-N-(pyrrolidin-3-yl)thiophene-2-carboxamide), C(C)=O (acetaldehyde), [Na] (sodium). The reagents and catalysts are C(C)(=O)O (acetic acid). Run in O1CCCC1 (tetrahydrofuran), C(C)OC(C)=O (ethylacetate). Run at time 30 minute. Yields the product ClC=1C=NC=C(C1SC1=C(C=C(S1)C(=O)NC1CN(CC1)CC)[N+](=O)[O-])Cl (5-((3,5-dichloropyridin-4-yl)thio)-N-(1-ethylpyrrolidin-3-yl)-4-nitrothiophene-2-carboxamide). The yield is 37.3%. As a reaction SMILES: [Cl:1][C:2]1[CH:3]=[N:4][CH:5]=[C:6]([Cl:25])[C:7]=1[S:8][C:9]1[S:13][C:12]([C:14]([NH:16][CH:17]2[CH2:21][CH2:20][NH:19][CH2:18]2)=[O:15])=[CH:11][C:10]=1[N+:22]([O-:24])=[O:23].[CH:26](=O)[CH3:27].[Na]>O1CCCC1.C(O)(=O)C.C(OC(=O)C)C>[Cl:1][C:2]1[CH:3]=[N:4][CH:5]=[C:6]([Cl:25])[C:7]=1[S:8][C:9]1[S:13][C:12]([C:14]([NH:16][CH:17]2[CH2:21][CH2:20][N:19]([CH2:26][CH3:27])[CH2:18]2)=[O:15])=[CH:11][C:10]=1[N+:22]([O-:24])=[O:23] |^1:28|. Procedure: To a solution of 5-((3,5-dichloropyridin-4-yl)thio)-4-nitro-N-(pyrrolidin-3-yl)thiophene-2-carboxamide (0.1 g, 0.24 mmol) and acetaldehyde (31.9 mg, 0.72 mmol) in tetrahydrofuran (3.0 mL) under nitrogen, was added 2 drops of acetic acid. The resulting mixture was stirred at ambient temperature for 30 minutes. Then sodium triacetoxyboronhidride was added and the reaction mixture was stirred at ambient temperature for additional 12 hours. After this time, the reaction mixture was diluted with ethy...